This data is from the Open Reaction Database (ORD), a public repository of structured organic reaction records. The task is: describe an organic reaction: reactants, conditions, products, and yield Starting materials: COC(=O)c1ccc(CN2C(=O)C3(COc4cc5c(cc43)CCO5)c3ccccc32)cc1, COC(=O)c1ccccc1CN1C(=O)C2(COc3cc4c(cc32)CCO4)c2ccccc21. Yields the product O=C(O)c1ccc(CN2C(=O)C3(COc4cc5c(cc43)CCO5)c3ccccc32)cc1. RXN SMILES: [O:1]=[C:2]1[N:3]([CH2:22][c:23]2[cH:24][cH:25][c:26]([C:27](=[O:28])[O:29][CH3:30])[cH:31][cH:32]2)[c:4]2[cH:5][cH:6][cH:7][cH:8][c:9]2[C:10]12[c:11]1[c:12]([cH:15][c:16]3[c:20]([cH:21]1)[CH2:19][CH2:18][O:17]3)[O:13][CH2:14]2.[O:33]=[C:34]1[C:35]2([CH2:36][O:37][c:38]3[cH:39][c:40]4[c:41]([cH:42][c:43]32)[CH2:44][CH2:45][O:46]4)[c:47]2[c:48]([cH:49][cH:50][cH:51][cH:52]2)[N:53]1[CH2:54][c:55]1[cH:56][cH:57][cH:58][cH:59][c:60]1[C:61]([O:62][CH3:63])=[O:64]>>[O:1]=[C:2]1[N:3]([CH2:22][c:23]2[cH:24][cH:25][c:26]([C:27](=[O:28])[OH:29])[cH:31][cH:32]2)[c:4]2[cH:5][cH:6][cH:7][cH:8][c:9]2[C:10]12[c:11]1[c:12]([cH:15][c:16]3[c:20]([cH:21]1)[CH2:19][CH2:18][O:17]3)[O:13][CH2:14]2.